This data is from the Open Reaction Database (ORD), a public repository of structured organic reaction records. The task is: describe an organic reaction: reactants, conditions, products, and yield The reactants are OCCCO, O=C1Nc2ccc(S(=O)(=O)N3CCCC3COc3ccccc3)cc2C1=O, O, Cc1ccc(S(=O)(=O)O)cc1, Cc1ccc(S(=O)(=O)O)cc1, c1ccccc1. Product: O=C1Nc2ccc(S(=O)(=O)N3CCCC3COc3ccccc3)cc2C12OCCCO2. Reaction SMILES: [CH2:40]([CH2:41][CH2:42][OH:43])[OH:44].[O:1]([c:2]1[cH:3][cH:4][cH:5][cH:6][cH:7]1)[CH2:8][CH:9]1[N:10]([S:14](=[O:15])(=[O:16])[c:17]2[cH:18][c:19]3[c:23]([cH:24][cH:25]2)[NH:22][C:21](=[O:26])[C:20]3=[O:27])[CH2:11][CH2:12][CH2:13]1.[OH2:28].[c:29]1([CH3:30])[cH:31][cH:32][c:33]([S:34]([OH:35])(=[O:36])=[O:37])[cH:38][cH:39]1.[c:45]1([CH3:46])[cH:47][cH:48][c:49]([S:50]([OH:51])(=[O:52])=[O:53])[cH:54][cH:55]1.[cH:56]1[cH:57][cH:58][cH:59][cH:60][cH:61]1>>[O:1]([c:2]1[cH:3][cH:4][cH:5][cH:6][cH:7]1)[CH2:8][CH:9]1[N:10]([S:14](=[O:15])(=[O:16])[c:17]2[cH:18][c:19]3[c:23]([cH:24][cH:25]2)[NH:22][C:21](=[O:26])[C:20]32[O:27][CH2:40][CH2:41][CH2:42][O:43]2)[CH2:11][CH2:12][CH2:13]1.